Dataset: the Open Reaction Database (ORD), a public repository of structured organic reaction records. Task: describe an organic reaction: reactants, conditions, products, and yield Starting materials: C1(=CC=CC=C1)[C@@H]1N(C(OC1)=O)CC(=O)O ((4(S)-phenyloxazolidin-2-on-3-yl)acetic acid), C(C(=O)Cl)(=O)Cl (oxalyl chloride), CN(C=O)C (dimethylformamide). The solvent is ClCCl (dichloromethane). Reaction conditions: time 45 minute. The product is C1(=CC=CC=C1)[C@@H]1N(C(OC1)=O)CC(=O)Cl ((4(S)-Phenyloxazolidin-2-on-3-yl)acetyl Chloride). As a reaction SMILES: [C:1]1([C@H:7]2[CH2:11][O:10][C:9](=[O:12])[N:8]2[CH2:13][C:14]([OH:16])=O)[CH:6]=[CH:5][CH:4]=[CH:3][CH:2]=1.C(Cl)(=O)C([Cl:20])=O.CN(C)C=O>ClCCl>[C:1]1([C@H:7]2[CH2:11][O:10][C:9](=[O:12])[N:8]2[CH2:13][C:14]([Cl:20])=[O:16])[CH:6]=[CH:5][CH:4]=[CH:3][CH:2]=1. Procedure details: To a solution of 1.31 gm (5.93 mMol) (4(S)-phenyloxazolidin-2-on-3-yl)acetic acid (Evans, U.S. Pat. No. 4,665,171) in 200 mL dichloromethane was added 0.67 mL (7.71 mMol) oxalyl chloride. To this solution was then added 0.5 mL anhydrous dimethylformamide which resulted in vigorous gas evolution. After 45 minutes all gas evolution had ceased and the reaction mixture was concentrated under reduced pressure. The title compound, recovered as an off-white solid, was dried at 0.5 mm Hg for 10 minutes ...